This data is from the Open Reaction Database (ORD), a public repository of structured organic reaction records. The task is: describe an organic reaction: reactants, conditions, products, and yield Reactants: BrB(Br)Br, COc1ccc2ncccc2c1-c1cnn(C)c1, ClCCl. Product: Cn1cc(-c2c(O)ccc3ncccc23)cn1. Reaction SMILES: [B:19]([Br:20])([Br:21])[Br:22].[CH3:1][O:2][c:3]1[c:4](-[c:13]2[cH:14][n:15][n:16]([CH3:18])[cH:17]2)[c:5]2[cH:6][cH:7][cH:8][n:9][c:10]2[cH:11][cH:12]1.[Cl:23][CH2:24][Cl:25]>>[OH:2][c:3]1[c:4](-[c:13]2[cH:14][n:15][n:16]([CH3:18])[cH:17]2)[c:5]2[cH:6][cH:7][cH:8][n:9][c:10]2[cH:11][cH:12]1.